Dataset: the Open Reaction Database (ORD), a public repository of structured organic reaction records. Task: describe an organic reaction: reactants, conditions, products, and yield Starting materials: ClC=1C(N(N=CC1NCCCOC1=C(C=C(C=C1)C(=O)OCC)CCC)C(C)C)=O (4-chloro-5-[3-(2-n-propyl-4-ethoxycarbonylphenoxy)propylamino]-2-i-propyl-3(2H)pyridazinone), C(C)O (ethanol). Reagents/catalysts: [C].[Pd] (palladium-carbon). Run in C(C)N(CC)CC (triethylamine). Conditions: time 3 hour. The product is C(CC)C1=C(OCCCNC2=CC(N(N=C2)C(C)C)=O)C=CC(=C1)C(=O)OCC (5-[3-(2-n-propyl-4-ethoxycarbonylphenoxy)propylamino]-2-i-propyl-3(2H)pyridazinone). Reaction SMILES: Cl[C:2]1[C:3](=[O:30])[N:4]([CH:27]([CH3:29])[CH3:28])[N:5]=[CH:6][C:7]=1[NH:8][CH2:9][CH2:10][CH2:11][O:12][C:13]1[CH:18]=[CH:17][C:16]([C:19]([O:21][CH2:22][CH3:23])=[O:20])=[CH:15][C:14]=1[CH2:24][CH2:25][CH3:26].C(O)C>[C].[Pd].C(N(CC)CC)C>[CH2:24]([C:14]1[CH:15]=[C:16]([C:19]([O:21][CH2:22][CH3:23])=[O:20])[CH:17]=[CH:18][C:13]=1[O:12][CH2:11][CH2:10][CH2:9][NH:8][C:7]1[CH:6]=[N:5][N:4]([CH:27]([CH3:28])[CH3:29])[C:3](=[O:30])[CH:2]=1)[CH2:25][CH3:26] |f:2.3|. Procedure: A mixture comprising 0.82 g of 4-chloro-5-[3-(2-n-propyl-4-ethoxycarbonylphenoxy)propylamino]-2-i-propyl-3(2H)pyridazinone (Compound No. 64), 50 ml of ethanol, 1.5 ml of triethylamine and 150 mg of 5% palladium-carbon was subjected to hydrogenation under stirring at a temperature of from 40° to 50° C. for 3 hours. The reaction mixture was filtered, and the filtrate was concentrated. The crude crystals thereby obtained were recrystallized from ethyl ether to obtain 0.58 g of the above identified ... Starting materials: ClC1=C(C(=NC=C1)C)OC (4-chloro-3-methoxy-2-methylpyridine), C(C)(C)(C)C1=CC=C(CON)C=C1 (O-(4-tert-butylbenzyl)hydroxylamine). The product is C(C)(C)(C)C1=CC=C(CONC2=C(C(=NC=C2)C)OC)C=C1 (4-[O-(4-tert-Butylbenzyl)hydroxylamino]-3-methoxy-2-methylpyridine). Isolated yield 80.0%. As a reaction SMILES: Cl[C:2]1[CH:7]=[CH:6][N:5]=[C:4]([CH3:8])[C:3]=1[O:9][CH3:10].[C:11]([C:15]1[CH:23]=[CH:22][C:18]([CH2:19][O:20][NH2:21])=[CH:17][CH:16]=1)([CH3:14])([CH3:13])[CH3:12]>>[C:11]([C:15]1[CH:16]=[CH:17][C:18]([CH2:19][O:20][NH:21][C:2]2[CH:7]=[CH:6][N:5]=[C:4]([CH3:8])[C:3]=2[O:9][CH3:10])=[CH:22][CH:23]=1)([CH3:14])([CH3:12])[CH3:13]. Reported procedure: Prepared analogously to Example 1 from 4-chloro-3-methoxy-2-methylpyridine and O-(4-tert-butylbenzyl)hydroxylamine. Yield: 80%; m.p.: 113° C.